This data is from the Open Reaction Database (ORD), a public repository of structured organic reaction records. The task is: describe an organic reaction: reactants, conditions, products, and yield The reactants are C(=O)[O-].[NH4+] (ammonium formate), CN(/C=C/C1=CC=NC=C1C#N)C (4-((E)-2-dimethylaminovinyl)nicotinonitrile), CC(=O)O (AcOH). The solvent is O (water). Reaction conditions: temperature 115 celsius. The product is C1(=NC=CC2=CC=NC=C12)N (2,7-naphthyridin-1-ylamine). Yield: 27.8%. RXN SMILES: C([O-])=O.[NH4+].C[N:6](C)/[CH:7]=[CH:8]/[C:9]1[C:14]([C:15]#[N:16])=[CH:13][N:12]=[CH:11][CH:10]=1.CC(O)=O>O>[C:15]1([NH2:16])[C:14]2[C:9](=[CH:10][CH:11]=[N:12][CH:13]=2)[CH:8]=[CH:7][N:6]=1 |f:0.1|. Procedure details: 810 g of ammonium formate are added to 253 g of 4-((E)-2-dimethylaminovinyl)nicotinonitrile in a 4 liter vessel. 300 ml of AcOH are then added, and the mixture is heated at 115° C. for 20 h. The mixture is cooled, 5 liters of water are added, and the mixture is extracted 10× with 0.5 liter of CH2Cl2. The aqueous phase is adjusted to ˜pH 10 using 160 g of NaOH. The aqueous phase is extracted with MTB ether, the organic phase is separated off and dried over sodium sulfate. Removal of the solvent a... Reactants: C(C)(C)(C)OC(=O)N1C(CCCC1)CC(=O)O (2-carboxymethyl-piperidine-1-carboxylic acid tert butyl ester), ClC1=C(C=CC=C1)C1=NN=NN1 (5-(2-chlorophenyl)tetrazole), C1(CCCCC1)N=C=NC1CCCCC1 (dicyclohexylcarbodiimide). Yields the product C(C)(C)(C)OC(=O)N1C(CCCC1)CC=1OC(=NN1)C1=C(C=CC=C1)Cl ((RS)-2-[5-(2-Chloro-phenyl)-[1,3,4]oxadiazol-2-ylmethyl]-piperidine-1-carboxylic acid tert butyl ester). Isolated yield 78.9%. As a reaction SMILES: [C:1]([O:5][C:6]([N:8]1[CH2:13][CH2:12][CH2:11][CH2:10][CH:9]1[CH2:14][C:15]([OH:17])=O)=[O:7])([CH3:4])([CH3:3])[CH3:2].[Cl:18][C:19]1[CH:24]=[CH:23][CH:22]=[CH:21][C:20]=1[C:25]1NN=[N:27][N:26]=1.C1(N=C=NC2CCCCC2)CCCCC1>>[C:1]([O:5][C:6]([N:8]1[CH2:13][CH2:12][CH2:11][CH2:10][CH:9]1[CH2:14][C:15]1[O:17][C:25]([C:20]2[CH:21]=[CH:22][CH:23]=[CH:24][C:19]=2[Cl:18])=[N:26][N:27]=1)=[O:7])([CH3:2])([CH3:3])[CH3:4]. Procedure: The title compound (1.65 g) was prepared from 2-carboxymethyl-piperidine-1-carboxylic acid tert butyl ester (1.35 g), 5-(2-chlorophenyl)tetrazole (1.0 g) and dicyclohexylcarbodiimide (0.16 g) according to the method of description 1. Reactants: S(O)(O)(=O)=O (sulfuric acid), NCC[C@@H](C(=O)O)O (4-amino-(2S)-hydroxybutyric acid), CC(C)=C (Isobutylene). Run in C(OC)COC (Dimethoxyethane). Conditions: temperature -78 celsius, time 96 hour. Product: NCC[C@@H](C(=O)OC(C)(C)C)OC(C)(C)C (t-Butyl 4-amino-(2S)-t-butoxybutyrate). As a reaction SMILES: S(=O)(=O)(O)O.[NH2:6][CH2:7][CH2:8][C@H:9]([OH:13])[C:10]([OH:12])=[O:11].[CH3:14][C:15](=[CH2:17])[CH3:16]>C(COC)OC>[NH2:6][CH2:7][CH2:8][C@H:9]([O:13][C:15]([CH3:17])([CH3:16])[CH3:14])[C:10]([O:12][C:15]([CH3:16])([CH3:14])[CH3:17])=[O:11]. Procedure: The following reaction was carried out in a Fischer-Porter tube. Dimethoxyethane (76 ml) and 3.2 ml of concentrated sulfuric acid were added in that order to 4.0 g of 4-amino-(2S)-hydroxybutyric acid (AHBA), and the mixture was then cooled to −78° C. Isobutylene (38 ml) was added thereto, and the tube was sealed, followed by stirring at room temperature for 96 hr. The tube was then slowly opened, and isobutylene was removed by distillation at room temperature. The reaction mixture was then added... Starting materials: NC=1C(=NOC1C1=CC(=CC=C1)Br)C(=O)OCC (ethyl 4-amino-5-(3-bromophenyl)isoxazole-3-carboxylate), Pd3(dba)2 CHCl3, [F-].[Cs+] (CsF), P(C(C)(C)C)(C(C)(C)C)C(C)(C)C (P(tBu)3), C(CCC)[Sn](CCCO)(CCCC)CCCC (3-tributylstannyl-1-propanol). Solvent: O1CCOCC1 (dioxane). Conditions: temperature 100 celsius. Product: NC=1C(=NOC1C1=CC(=CC=C1)\C=C\CO)C(=O)OCC (ethyl 4-amino-5-(3-((1E)-3-hydroxyprop-1-enyl)phenyl)isoxazole-3-carboxylate). The yield is 22.6%. As a reaction SMILES: [NH2:1][C:2]1[C:3]([C:14]([O:16][CH2:17][CH3:18])=[O:15])=[N:4][O:5][C:6]=1[C:7]1[CH:12]=[CH:11][CH:10]=[C:9](Br)[CH:8]=1.[F-].[Cs+].P(C(C)(C)C)(C(C)(C)C)C(C)(C)C.C([Sn](CCCC)(CCCC)[CH2:39][CH2:40][CH2:41][OH:42])CCC>O1CCOCC1>[NH2:1][C:2]1[C:3]([C:14]([O:16][CH2:17][CH3:18])=[O:15])=[N:4][O:5][C:6]=1[C:7]1[CH:12]=[CH:11][CH:10]=[C:9](/[CH:39]=[CH:40]/[CH2:41][OH:42])[CH:8]=1 |f:1.2|. Reported procedure: To a dioxane (4 mL) solution of compound from Example 21C (710 mg, 2.3 mmol) was added Pd3(dba)2-CHCl3 (71 mg, 0.07 mmol, 3% equiv.) and CsF (760 mg, 5.1 mmol, 2.2 equiv.) under N2. P(tBu)3 (10% in hexanes, 0.42 mL, 0.14 mmol, 12% equiv) and 3-tributylstannyl-1-propanol (1.1 g, 3.2 mmol, 1.1 equiv.) were added sequentially. The mixture was flushed with N2 for 2 min and then heated to 100° C. in a sealed culture tube. The mixture was purified by flash column chromatography (50% ethyl acetate in h... Starting materials: O=[N+]([O-])c1ccc(F)cc1OCc1ccccc1, CCOC(=O)CCS, CCOC(C)=O, [H-], [Na+], CN(C)C=O, N#Cc1c(O)cccc1Cc1ccc(N2CC(=O)NS2(=O)=O)c(O)c1. Yields the product O=[N+]([O-])c1ccc(S)cc1OCc1ccccc1. Reaction SMILES: [CH2:11]([c:12]1[cH:13][cH:14][cH:15][cH:16][cH:17]1)[O:18][c:19]1[c:20]([N+:26](=[O:27])[O-:28])[cH:21][cH:22][c:23]([F:25])[cH:24]1.[CH2:3]([O:4][C:5](=[O:6])[CH2:7][CH2:8][SH:9])[CH3:10].[CH3:59][CH2:60][O:61][C:62]([CH3:63])=[O:64].[H-:2].[Na+:1].[O:54]=[CH:55][N:56]([CH3:57])[CH3:58].[OH:29][c:30]1[cH:31][cH:32][cH:33][c:34]([CH2:35][c:36]2[cH:37][cH:38][c:39]([N:40]3[CH2:41][C:42](=[O:43])[NH:44][S:45]3(=[O:46])=[O:47])[c:48]([OH:49])[cH:50]2)[c:51]1[C:52]#[N:53]>>[SH:9][c:23]1[cH:22][cH:21][c:20]([N+:26](=[O:27])[O-:28])[c:19]([O:18][CH2:11][c:12]2[cH:13][cH:14][cH:15][cH:16][cH:17]2)[cH:24]1. Starting materials: FC=1C=C(C(=NC1OC)C(CF)=O)NC(OC(C)(C)C)=O (1,1-dimethylethyl [5-fluoro-2-(fluoroacetyl)-6-(methyloxy)-3-pyridinyl]carbamate), CN(C)C(OC(C)(C)C)N(C)C ({(dimethylamino)[(1,1-dimethylethyl)oxy]methyl}dimethylamine). The solvent is C1(=CC=CC=C1)C (toluene). Run at temperature 40 celsius. The product is CN(C=C(C(=O)C1=NC(=C(C=C1NC(OC(C)(C)C)=O)F)OC)F)C (1,1-Dimethylethyl [2-[3-(dimethylamino)-2-fluoroacryloyl]-5-fluoro-6-(methyloxy)-3-pyridinyl]carbamate). The yield is 48.8%. Reaction SMILES: [F:1][C:2]1[CH:3]=[C:4]([NH:14][C:15](=[O:21])[O:16][C:17]([CH3:20])([CH3:19])[CH3:18])[C:5]([C:10](=[O:13])[CH2:11][F:12])=[N:6][C:7]=1[O:8][CH3:9].[CH3:22][N:23]([CH:25](N(C)C)OC(C)(C)C)[CH3:24]>C1(C)C=CC=CC=1>[CH3:22][N:23]([CH3:25])[CH:24]=[C:11]([F:12])[C:10]([C:5]1[C:4]([NH:14][C:15](=[O:21])[O:16][C:17]([CH3:18])([CH3:20])[CH3:19])=[CH:3][C:2]([F:1])=[C:7]([O:8][CH3:9])[N:6]=1)=[O:13]. Procedure: A solution of 1,1-dimethylethyl [5-fluoro-2-(fluoroacetyl)-6-(methyloxy)-3-pyridinyl]carbamate (3.72 g, 12.32 mmol) in dry toluene (20 ml) was treated with {(dimethylamino)[(1,1-dimethylethyl)oxy]methyl}dimethylamine (Bredereck's reagent) (3.05 ml, 14.78 mmol) and heated at 40° C. for 2 hours. The mixture was evaporated and the residue triturated with 3×200 ml hexane and the remaining solid dried in vacuo to afford the product (2.15 g, 49%). The reactants are aqueous solution, CCN1C=C(C(=O)C2=C1N=C(C(=C2)F)N3CCNCC3)C(=O)O.Cl (AT-2266.hydrochloride), [OH-].[Na+] (sodium hydroxide). The product is CCN1C=C(C(=O)C2=C1N=C(C(=C2)F)N3CCNCC3)C(=O)O (AT-2266). The solvent is O (water). Procedure: About 10 g of AT-2266.hydrochloride was dissolved to hot water (about 70° C.) and the solution was neutralized with 15% aqueous solution of sodium hydroxide which was warmed to 70° C. previously. The precipitate was collected by filtration and dried at 70° to 80° C. for elimination of adhering water to give the AT-2266.sesquihydrate. RXN SMILES: [CH3:1][CH2:2][N:3]1[C:9]2[N:10]=[C:11]([N:15]3[CH2:20][CH2:19][NH:18][CH2:17][CH2:16]3)[C:12]([F:14])=[CH:13][C:8]=2[C:6](=[O:7])[C:5]([C:21]([OH:23])=[O:22])=[CH:4]1.Cl.[OH-].[Na+]>O>[CH3:1][CH2:2][N:3]1[C:9]2[N:10]=[C:11]([N:15]3[CH2:16][CH2:17][NH:18][CH2:19][CH2:20]3)[C:12]([F:14])=[CH:13][C:8]=2[C:6](=[O:7])[C:5]([C:21]([OH:23])=[O:22])=[CH:4]1 |f:0.1,2.3|. Conditions: temperature 70 celsius. The reactants are FC(OC1=CC=C(C=C1)C1(CC1)N1CCC(CC1)ON1C(C2=CC=CC=C2C1=O)=O)(F)F (2-(1-(1-(4-(trifluoromethoxy)phenyl)cyclopropyl)piperidin-4-yloxy)isoindoline-1,3-dione), O.NN (hydrazine monohydrate). Run in C(Cl)Cl (CH2Cl2). Reaction conditions: time 3 hour. Product: FC(OC1=CC=C(C=C1)C1(CC1)N1CCC(CC1)ON)(F)F (O-(1-(1-(4-(trifluoromethoxy)phenyl)cyclopropyl)piperidin-4-yl)hydroxylamine). The yield is 88.2%. RXN SMILES: [F:1][C:2]([F:32])([F:31])[O:3][C:4]1[CH:9]=[CH:8][C:7]([C:10]2([N:13]3[CH2:18][CH2:17][CH:16]([O:19][N:20]4C(=O)C5C(=CC=CC=5)C4=O)[CH2:15][CH2:14]3)[CH2:12][CH2:11]2)=[CH:6][CH:5]=1.O.NN>C(Cl)Cl>[F:32][C:2]([F:1])([F:31])[O:3][C:4]1[CH:9]=[CH:8][C:7]([C:10]2([N:13]3[CH2:14][CH2:15][CH:16]([O:19][NH2:20])[CH2:17][CH2:18]3)[CH2:11][CH2:12]2)=[CH:6][CH:5]=1 |f:1.2|. Reported procedure: The mixture of 2-(1-(1-(4-(trifluoromethoxy)phenyl)cyclopropyl)piperidin-4-yloxy)isoindoline-1,3-dione (995 mg, 2.08 mmol) and hydrazine monohydrate (0.304 ml, 6.25 mmol) in CH2Cl2 (10 ml) was stirred at room temperature for 3 hours. The resulting solid was filtered off and the filtrate was concentrated in vacuo. The residue was purified by column chromatography (ethyl acetate/hexane: 45/55 to 75/25) to give O-(1-(1-(4-(trifluoromethoxy)phenyl)cyclopropyl)piperidin-4-yl)hydroxylamine (580 mg, 88...